Task: describe an organic reaction: reactants, conditions, products, and yield. Dataset: the Open Reaction Database (ORD), a public repository of structured organic reaction records Starting materials: C1(=CC=CC=C1)C=1COC2=CC=CC=C2C1C1=CC=C(C=C1)C=CC(=O)O (3-[4-(3-phenyl-2H-chromen-4-yl)-phenyl]-acrylic acid), C1(=CC=CC=C1)S(=O)(=O)N (benzene sulfonamide). The product is C1(=CC=CC=C1)C=1COC2=CC=CC=C2C1C1=CC=C(C=C1)C=CC(=O)NS(=O)(=O)C1=CC=CC=C1 (N-{3-[4-(3-phenyl-2H-chromen-4-yl)-phenyl]-acryloyl}-benzenesulfonamide). As a reaction SMILES: [C:1]1([C:7]2[CH2:8][O:9][C:10]3[C:15]([C:16]=2[C:17]2[CH:22]=[CH:21][C:20]([CH:23]=[CH:24][C:25](O)=[O:26])=[CH:19][CH:18]=2)=[CH:14][CH:13]=[CH:12][CH:11]=3)[CH:6]=[CH:5][CH:4]=[CH:3][CH:2]=1.[C:28]1([S:34]([NH2:37])(=[O:36])=[O:35])[CH:33]=[CH:32][CH:31]=[CH:30][CH:29]=1>>[C:1]1([C:7]2[CH2:8][O:9][C:10]3[C:15]([C:16]=2[C:17]2[CH:18]=[CH:19][C:20]([CH:23]=[CH:24][C:25]([NH:37][S:34]([C:28]4[CH:33]=[CH:32][CH:31]=[CH:30][CH:29]=4)(=[O:36])=[O:35])=[O:26])=[CH:21][CH:22]=2)=[CH:14][CH:13]=[CH:12][CH:11]=3)[CH:2]=[CH:3][CH:4]=[CH:5][CH:6]=1. Procedure details: Prepared from the coupling of 3d and benzene sulfonamide by the method described in Procedure 1, Method A. Yield (46%); ESI m/z: 492 (M−H−, 100%) The reactants are C(C)(C)(C)OC(=O)NNC(C(=O)O)(CC1=CC(=C(C=C1)O)O)C (2-(N′-tert-Butoxycarbonyl-hydrazino)-3-(3,4-dihydroxy-phenyl)-2-methyl-propionic acid), C([O-])(O)=O.[Cs+] (cesium bicarbonate), C(C)(=O)OCBr (bromomethyl acetate). The solvent is CC(=O)C (acetone). Run at temperature 44 celsius, time 16 hour. The product is C(C)(=O)OCOC(C(CC1=CC(=C(C=C1)O)O)(C)NNC(=O)OC(C)(C)C)=O (2-(N′-tert-Butoxycarbonyl-hydrazino)-3-(3,4-Dihydroxy-phenyl)-2-methyl-propionic acid acetoxymethyl ester). RXN SMILES: [C:1]([O:5][C:6]([NH:8][NH:9][C:10]([CH3:23])([CH2:14][C:15]1[CH:20]=[CH:19][C:18]([OH:21])=[C:17]([OH:22])[CH:16]=1)[C:11]([OH:13])=[O:12])=[O:7])([CH3:4])([CH3:3])[CH3:2].C(=O)(O)[O-].[Cs+].[C:29]([O:32][CH2:33]Br)(=[O:31])[CH3:30]>CC(C)=O>[C:29]([O:32][CH2:33][O:12][C:11](=[O:13])[C:10]([NH:9][NH:8][C:6]([O:5][C:1]([CH3:4])([CH3:2])[CH3:3])=[O:7])([CH3:23])[CH2:14][C:15]1[CH:20]=[CH:19][C:18]([OH:21])=[C:17]([OH:22])[CH:16]=1)(=[O:31])[CH3:30] |f:1.2|. Reported procedure: To a suspension of compound 102 (170 mg, 0.5 mmol) and cesium bicarbonate (99 mg, 0.5 mmol) in acetone was added bromomethyl acetate (170 mg, 0.5 mmol) and the mixture stirred at 44° C. temperature for 16 h. After removing the solvent under reduced pressure, the residue was partitioned between ethyl acetate and 10% citric acid. The organic layer was separated, dried over MgSO4 and concentrated to afford the crude product, which was used in the next reaction without further purification. As a reaction SMILES: B(Br)(Br)Br.C[O:6][C:7]1[CH:8]=[C:9]([CH2:13][CH:14]2[CH2:19][CH2:18][CH2:17][CH2:16][CH:15]2[C:20]2[O:21][C:22]([C:31]3[CH:36]=[CH:35][CH:34]=[CH:33][CH:32]=3)=[C:23]([C:25]3[CH:30]=[CH:29][CH:28]=[CH:27][CH:26]=3)[N:24]=2)[CH:10]=[CH:11][CH:12]=1.C(OCC)(=O)C.C(=O)(O)[O-].[Na+]>ClCCl>[OH:6][C:7]1[CH:8]=[C:9]([CH2:13][CH:14]2[CH2:19][CH2:18][CH2:17][CH2:16][CH:15]2[C:20]2[O:21][C:22]([C:31]3[CH:32]=[CH:33][CH:34]=[CH:35][CH:36]=3)=[C:23]([C:25]3[CH:26]=[CH:27][CH:28]=[CH:29][CH:30]=3)[N:24]=2)[CH:10]=[CH:11][CH:12]=1 |f:3.4|. Starting materials: Solution, B(Br)(Br)Br (boron tribromide), COC=1C=C(C=CC1)CC1C(CCCC1)C=1OC(=C(N1)C1=CC=CC=C1)C1=CC=CC=C1 (2-[2-[(3-methoxyphenyl)methyl]cyclohexyl]-4,5-diphenyloxazole), C(C)(=O)OCC (ethyl acetate), C([O-])(O)=O.[Na+] (sodium bicarbonate). Run at time 22 hour. Product: OC=1C=C(C=CC1)CC1C(CCCC1)C=1OC(=C(N1)C1=CC=CC=C1)C1=CC=CC=C1 (2-[2-[(3-hydroxyphenyl)methyl]-cyclohexyl]-4,5-diphenyloxazole). Isolated yield 84.7%. Solvent: ClCCl (dichloromethane), ClCCl (dichloromethane). Reported procedure: 1.0 M Solution of boron tribromide in dichloromethane (1.25 ml) was added dropwise to a stirred solution of 2-[2-[(3-methoxyphenyl)methyl]cyclohexyl]-4,5-diphenyloxazole (370 mg) in dichloromethane (2.0 ml) under ice cooling. The resulting mixture was stirred at the same temperature for 2 hours and at room temperature for 22 hours, and then a mixture of ethyl acetate and sodium bicarbonate aqueous solution was added thereto. The organic layer was washed with sodium bicarbonate aqueous solution a... The reactants are C(C)(C)(C)OC(=O)N1CCC(CC1)C1=C(C=CC=C1)O (4-(2-hydroxy-phenyl)-piperidine-1-carboxylic acid tert-butyl ester), 2a, ClCCOS(=O)(=O)C1=CC=C(C=C1)C (toluene-4-sulfonic acid 2-chloro-ethyl ester), 2b, C(=O)([O-])[O-].[Cs+].[Cs+] (Cs2CO3). Run in CN(C)C=O (DMF). Run at temperature 50 celsius, time 18 hour. Yields the product C(C)(C)(C)OC(=O)N1CCC(CC1)C1=C(C=CC=C1)OCCCl (4-[2-(2-chloro-ethoxy)-phenyl]-piperidine-1-carboxylic acid tert-butyl ester), 2c. Isolated yield 95.0%. RXN SMILES: [C:1]([O:5][C:6]([N:8]1[CH2:13][CH2:12][CH:11]([C:14]2[CH:19]=[CH:18][CH:17]=[CH:16][C:15]=2[OH:20])[CH2:10][CH2:9]1)=[O:7])([CH3:4])([CH3:3])[CH3:2].[Cl:21][CH2:22][CH2:23]OS(C1C=CC(C)=CC=1)(=O)=O.C([O-])([O-])=O.[Cs+].[Cs+]>CN(C=O)C>[C:1]([O:5][C:6]([N:8]1[CH2:9][CH2:10][CH:11]([C:14]2[CH:19]=[CH:18][CH:17]=[CH:16][C:15]=2[O:20][CH2:23][CH2:22][Cl:21])[CH2:12][CH2:13]1)=[O:7])([CH3:4])([CH3:2])[CH3:3] |f:2.3.4|. Reported procedure: A solution of 4-(2-hydroxy-phenyl)-piperidine-1-carboxylic acid tert-butyl ester Compound 2a (0.67 g, 2.42 mmol), toluene-4-sulfonic acid 2-chloro-ethyl ester Compound 2b (1.13 g, 4.84 mmol), Cs2CO3 (1.60 g, 4.84 mmol) and DMF (20 mL) were heated and stirred at 50° C. overnight (18 hrs). The excess DMF was removed under reduced pressure and the white residue was mixed with AcOEt (100 mL), washed with water and dried over Na2SO4. The filtered dry solution was evaporated and the product was purifi... The reactants are COCCOCOc1ccc(CC(=O)OC)cc1, CO, [Na+], [OH-]. The product is COCCOCOc1ccc(CC(=O)O)cc1. Reaction SMILES: [CH3:1][O:2][C:3]([CH2:4][c:5]1[cH:6][cH:7][c:8]([O:11][CH2:12][O:13][CH2:14][CH2:15][O:16][CH3:17])[cH:9][cH:10]1)=[O:18].[CH3:21][OH:22].[Na+:20].[OH-:19]>>[O:2]=[C:3]([CH2:4][c:5]1[cH:6][cH:7][c:8]([O:11][CH2:12][O:13][CH2:14][CH2:15][O:16][CH3:17])[cH:9][cH:10]1)[OH:18]. The reactants are C1=CC=CC=2C3=CC=CC=C3CC12 (fluorene), C(C)(C)C1=C(C(=CC(=C1)C(C)C)C(C)C)S(=O)(=O)Cl (2,4,6-triisopropylbenzenesulfonyl chloride), [Cl-].[Al+3].[Cl-].[Cl-] (aluminum chloride). The product is C(C)(C)C1=C(C(=CC(=C1)C(C)C)C(C)C)S(=O)(=O)C1=CC=2CC3=CC=CC=C3C2C=C1 (2-(2,4,6-triisopropylphenylsulfonyl)fluorene). Reaction SMILES: [CH:1]1[C:13]2[CH2:12][C:11]3[C:6](=[CH:7][CH:8]=[CH:9][CH:10]=3)[C:5]=2[CH:4]=[CH:3][CH:2]=1.[CH:14]([C:17]1[CH:22]=[C:21]([CH:23]([CH3:25])[CH3:24])[CH:20]=[C:19]([CH:26]([CH3:28])[CH3:27])[C:18]=1[S:29](Cl)(=[O:31])=[O:30])([CH3:16])[CH3:15].[Cl-].[Al+3].[Cl-].[Cl-]>>[CH:14]([C:17]1[CH:22]=[C:21]([CH:23]([CH3:24])[CH3:25])[CH:20]=[C:19]([CH:26]([CH3:28])[CH3:27])[C:18]=1[S:29]([C:9]1[CH:8]=[CH:7][C:6]2[C:5]3[C:13](=[CH:1][CH:2]=[CH:3][CH:4]=3)[CH2:12][C:11]=2[CH:10]=1)(=[O:31])=[O:30])([CH3:15])[CH3:16] |f:2.3.4.5|. Reported procedure: For example, fluorene can be reacted with 2,4,6-triisopropylbenzenesulfonyl chloride in the presence of aluminum chloride to yield 2-(2,4,6-triisopropylphenylsulfonyl)fluorene, which can be refluxed with sodium dichromate dihydrate in glacial acetic acid to yield 2-(2,4,6-triisopropylphenylsulfonyl)fluorenone, which in turn can be refluxed with malononitrile in methanol in the presence of piperidine to yield 2-(2,4,6-triisopropylphenylsulfonyl)-9-(dicyanomethylene)fluorene. Reactants: C(C1=CC=CC=C1)N1CCC2(CN(C(O2)=O)C(C)(C)C)CC1 (8-benzyl-3-tert-butyl-3,8-diaza-1-oxaspiro[4.5]decane-2-one). The reagents and catalysts are [Pd] (palladium on carbon). The solvent is C(C)O (ethanol). Run at time 6.5 hour. The product is C(C)(C)(C)N1C(OC2(C1)CCNCC2)=O (3-tert-butyl-3,8-diaza-1-oxaspiro[4.5]decane-2-one). The yield is 113.1%. RXN SMILES: C([N:8]1[CH2:22][CH2:21][C:11]2([O:15][C:14](=[O:16])[N:13]([C:17]([CH3:20])([CH3:19])[CH3:18])[CH2:12]2)[CH2:10][CH2:9]1)C1C=CC=CC=1>[Pd].C(O)C>[C:17]([N:13]1[CH2:12][C:11]2([CH2:21][CH2:22][NH:8][CH2:9][CH2:10]2)[O:15][C:14]1=[O:16])([CH3:20])([CH3:18])[CH3:19]. Procedure details: A mixture of 8-benzyl-3-tert-butyl-3,8-diaza-1-oxaspiro[4.5]decane-2-one (9 g, 30 mmol), 10% palladium on carbon (0.9 g) and ethanol (100 mL) was stirred 6 to 7 hours under a hydrogen atmosphere (50 psi). The mixture was filtered and then concentrated to give crude 3-tert-butyl-3,8-diaza-1-oxaspiro[4.5]decane-2-one (7.2 g), m.p. 108°-111° C.